This data is from the Open Reaction Database (ORD), a public repository of structured organic reaction records. The task is: describe an organic reaction: reactants, conditions, products, and yield Reactants: CCN(C(C)C)C(C)C, O=C(Cl)C(=O)Cl, ClCCl, Oc1nc(C(F)(F)F)nc2ccc(C(F)(F)F)cc12, CN(C)C=O. Product: FC(F)(F)c1ccc2nc(C(F)(F)F)nc(Cl)c2c1. RXN SMILES: [CH:25]([N:26]([CH:27]([CH3:28])[CH3:29])[CH2:30][CH3:31])([CH3:32])[CH3:33].[Cl:34][C:35]([C:36]([Cl:37])=[O:38])=[O:39].[Cl:40][CH2:41][Cl:42].[F:1][C:2]([c:3]1[n:4][c:5]2[cH:6][cH:7][c:8]([C:14]([F:15])([F:16])[F:17])[cH:9][c:10]2[c:11]([OH:13])[n:12]1)([F:18])[F:19].[O:20]=[CH:21][N:22]([CH3:23])[CH3:24]>>[F:1][C:2]([c:3]1[n:4][c:5]2[cH:6][cH:7][c:8]([C:14]([F:15])([F:16])[F:17])[cH:9][c:10]2[c:11]([Cl:34])[n:12]1)([F:18])[F:19]. Reactants: CC(=O)O, CC(C)=O, OC1CCC(Oc2nc(N3CCNCC3)nc3ccccc23)C1. Product: CC(=O)O, OC1CCC(Oc2nc(N3CCNCC3)nc3ccccc23)C1. RXN SMILES: [CH3:24][C:25]([OH:26])=[O:27].[CH3:28][C:29](=[O:30])[CH3:31].[OH:1][CH:2]1[CH2:3][CH:4]([O:7][c:8]2[n:9][c:10]([N:18]3[CH2:19][CH2:20][NH:21][CH2:22][CH2:23]3)[n:11][c:12]3[cH:13][cH:14][cH:15][cH:16][c:17]23)[CH2:5][CH2:6]1>>[CH3:24][C:25](=[O:26])[OH:27].[OH:1][CH:2]1[CH2:3][CH:4]([O:7][c:8]2[n:9][c:10]([N:18]3[CH2:19][CH2:20][NH:21][CH2:22][CH2:23]3)[n:11][c:12]3[cH:13][cH:14][cH:15][cH:16][c:17]23)[CH2:5][CH2:6]1.